Dataset: the Open Reaction Database (ORD), a public repository of structured organic reaction records. Task: describe an organic reaction: reactants, conditions, products, and yield Starting materials: C=CC#N, CN(C)C=O, O=Cc1ccccc1, N#C[Na], O. Product: N#CCCC(=O)c1ccccc1. RXN SMILES: [CH2:17]=[CH:18][C:19]#[N:20].[CH3:1][N:2]([CH3:3])[CH:4]=[O:5].[CH:6](=[O:7])[c:8]1[cH:9][cH:10][cH:11][cH:12][cH:13]1.[Na:14][C:15]#[N:16].[OH2:21]>>[C:6](=[O:7])([c:8]1[cH:9][cH:10][cH:11][cH:12][cH:13]1)[CH2:17][CH2:18][C:19]#[N:20]. Reactants: C1CCCCC1 (cyclohexane), C1(=CC=CC=C1)C (toluene), C1COC2=CC=CC=C2OCCOCCOC3=CC=CC=C3OCCO1 (dibenzo-18-crown-6), [OH-].[K+] (potassium hydroxide), C(C=C)Cl (allyl chloride). Run in O (water). Run at temperature 70 celsius. Yields the product CC1(CCCCC1)C (3,3-dimethylcyclohexane), C(C)(=O)C1(CC(CCC1)(C)C)CC=C (1-acetyl-3,3-dimethyl-1-(2-propenyl)cyclohexane), nonvolatile material. As a reaction SMILES: [OH-:1].[K+].[CH2:3]1[CH2:8][CH2:7]C[CH2:5][CH2:4]1.C1OCCOC2C(=CC=CC=2)OCCOCCO[C:17]2[C:12](=[CH:13]C=CC=2)OC1.[CH2:35](Cl)[CH:36]=[CH2:37].[C:39]1([CH3:45])[CH:44]=[CH:43][CH:42]=C[CH:40]=1>O>[CH3:35][C:36]1([CH3:37])[CH2:7][CH2:8][CH2:3][CH2:4][CH2:5]1.[C:36]([C:35]1([CH2:17][CH:12]=[CH2:13])[CH2:42][CH2:43][CH2:44][C:39]([CH3:40])([CH3:45])[CH2:3]1)(=[O:1])[CH3:37] |f:0.1|. Reported procedure: A slurry of potassium hydroxide (84 grams, 1.5 moles), 1-acetyl-3,3-dimethyl) cyclohexane (156 grams, 1 mole), dibenzo-18-crown-6 (3 grams) having the structure: ##STR31## produced by the Aldrich Chemical Company of Metuchen, New Jersey, and toluene (150 ml) is heated to reflux whereupon the reaction mass thickens. The mass is cooled to 70° C., and allyl chloride (114 grams, 1.5 moles) is added thereto rendering the reaction mixture more fluid. The reaction mixture is heated at reflux for an add... Starting materials: O=C(OOC(=O)c1ccccc1)c1ccccc1, ClC(Cl)(Cl)Cl, Cc1cc(C)c(C2C(=O)N(C)N(C)C2=O)c(C)c1, O=C(O)CCC(O)=NCl, O. The product is Cc1cc(C)c(C2(Cl)C(=O)N(C)N(C)C2=O)c(C)c1. As a reaction SMILES: [C:28]([O:29][O:30][C:31](=[O:32])[c:33]1[cH:34][cH:35][cH:36][cH:37][cH:38]1)(=[O:39])[c:40]1[cH:41][cH:42][cH:43][cH:44][cH:45]1.[C:46]([Cl:47])([Cl:48])([Cl:49])[Cl:50].[CH3:1][N:2]1[N:3]([CH3:18])[C:4](=[O:17])[CH:5]([c:8]2[c:9]([CH3:16])[cH:10][c:11]([CH3:15])[cH:12][c:13]2[CH3:14])[C:6]1=[O:7].[Cl:19][N:20]=[C:21]([OH:22])[CH2:23][CH2:24][C:25]([OH:26])=[O:27].[OH2:51]>>[CH3:1][N:2]1[N:3]([CH3:18])[C:4](=[O:17])[C:5]([c:8]2[c:9]([CH3:16])[cH:10][c:11]([CH3:15])[cH:12][c:13]2[CH3:14])([Cl:19])[C:6]1=[O:7]. The reactants are C(C(C)C)C(CC(=O)O)CC(=O)O (3-Isobutylglutaric acid), C(C)(=O)Cl (acetyl chloride). The product is C(C(C)C)C1CC(=O)OC(C1)=O (3-isobutylglutaric acid anhydride). Isolated yield 91.4%. As a reaction SMILES: [CH2:1]([CH:5]([CH2:10][C:11]([OH:13])=[O:12])[CH2:6][C:7]([OH:9])=O)[CH:2]([CH3:4])[CH3:3].C(Cl)(=O)C>>[CH2:1]([CH:5]1[CH2:6][C:7](=[O:9])[O:13][C:11](=[O:12])[CH2:10]1)[CH:2]([CH3:3])[CH3:4]. Reported procedure: 3-Isobutylglutaric acid (156 g) and acetyl chloride (130 g) are combined and placed under reflux for 16 hours. The mixture is distilled at atmospheric pressure until a distillate reflux temperature of 135° C. is reached. The mixture is then cooled and placed under vacuum distillation to give 129 g of 3-isobutylglutaric acid anhydride (boiling point 127°-128° C., 1 mm Hg). 1H-NMR (CDCl3, 200 MHz): δ 0.91 (d, 6H, J=6.6 Hz), 1.20-1.24 (m, 2H), 1.52-1.78 (m, 1H), 2.10-2.45 (m, 3H), 2.79-2.91 (m, 2H)...